Dataset: the Open Reaction Database (ORD), a public repository of structured organic reaction records. Task: describe an organic reaction: reactants, conditions, products, and yield The reactants are Cl.ClC1=CC=C2C(=CC=NC2=C1)NC1=CC=C(C=C1)S(=O)(=O)Cl (4-(7-Chloro-4-quinolylamino)-benzenesulphonyl chloride hydrochloride), ice, NC1CCN(CC1)C1CCCCC1 (4-amino-1-cyclohexyl-piperidine), C([O-])([O-])=O.[Na+].[Na+] (sodium carbonate). Run in C(Cl)(Cl)Cl (chloroform), O (water), C(Cl)(Cl)Cl (chloroform). The product is ClC1=CC=C2C(=CC=NC2=C1)NC1=CC=C(C=C1)S(=O)(=O)NC1CCN(CC1)C1CCCCC1 (4-(7-Chloro-4-quinolylamino)-N-(1-cyclohexyl-4-piperidyl)-benzene-sulphonamide). As a reaction SMILES: Cl.[Cl:2][C:3]1[CH:12]=[C:11]2[C:6]([C:7]([NH:13][C:14]3[CH:19]=[CH:18][C:17]([S:20](Cl)(=[O:22])=[O:21])=[CH:16][CH:15]=3)=[CH:8][CH:9]=[N:10]2)=[CH:5][CH:4]=1.[NH2:24][CH:25]1[CH2:30][CH2:29][N:28]([CH:31]2[CH2:36][CH2:35][CH2:34][CH2:33][CH2:32]2)[CH2:27][CH2:26]1.C(=O)([O-])[O-].[Na+].[Na+]>O.C(Cl)(Cl)Cl>[Cl:2][C:3]1[CH:12]=[C:11]2[C:6]([C:7]([NH:13][C:14]3[CH:19]=[CH:18][C:17]([S:20]([NH:24][CH:25]4[CH2:30][CH2:29][N:28]([CH:31]5[CH2:36][CH2:35][CH2:34][CH2:33][CH2:32]5)[CH2:27][CH2:26]4)(=[O:22])=[O:21])=[CH:16][CH:15]=3)=[CH:8][CH:9]=[N:10]2)=[CH:5][CH:4]=1 |f:0.1,3.4.5|. Procedure: 7.8 Grams of 4-(7-Chloro-4-quinolylamino)-benzenesulphonyl chloride hydrochloride [prepared as in Example 1(b)] were added in portions to a stirred ice-cooled mixture of 3.63 grams of 4-amino-1-cyclohexyl-piperidine and 21.2 grams of sodium carbonate in 60 milliliters of water and 50 milliliters of chloroform. After stirring overnight at room temperature the chloroform layer was separated, washed with water, dried and evaporated to give a brown solid. This was triturated with hexane, the resulta... The reactants are O=C([O-])[O-], Cn1cc(B2OC(C)(C)C(C)(C)O2)cn1, CC(Oc1c(N)ncc2ccoc12)c1nnc2ccc(Cl)nn12, [K+], [K+], C1COCCO1, O, c1ccc(P(c2ccccc2)(c2ccccc2)[Pd](P(c2ccccc2)(c2ccccc2)c2ccccc2)(P(c2ccccc2)(c2ccccc2)c2ccccc2)P(c2ccccc2)(c2ccccc2)c2ccccc2)cc1. Yields the product CC(Oc1c(N)ncc2ccoc12)c1nnc2ccc(-c3cnn(C)c3)nn12. Reaction SMILES: [C:39](=[O:40])([O-:41])[O-:42].[CH3:24][n:25]1[n:26][cH:27][c:28]([B:30]2[O:31][C:32]([CH3:33])([CH3:34])[C:35]([CH3:36])([CH3:37])[O:38]2)[cH:29]1.[Cl:1][c:2]1[cH:3][cH:4][c:5]2[n:6]([n:7]1)[c:8]([CH:11]([CH3:12])[O:13][c:14]1[c:15]3[c:16]([cH:17][n:18][c:19]1[NH2:20])[cH:21][cH:22][o:23]3)[n:9][n:10]2.[K+:43].[K+:44].[O:45]1[CH2:46][CH2:47][O:48][CH2:49][CH2:50]1.[OH2:128].[cH:51]1[cH:52][cH:53][c:54]([P:55]([Pd:56]([P:57]([c:58]2[cH:59][cH:60][cH:61][cH:62][cH:63]2)([c:64]2[cH:65][cH:66][cH:67][cH:68][cH:69]2)[c:70]2[cH:71][cH:72][cH:73][cH:74][cH:75]2)([P:76]([c:77]2[cH:78][cH:79][cH:80][cH:81][cH:82]2)([c:83]2[cH:84][cH:85][cH:86][cH:87][cH:88]2)[c:89]2[cH:90][cH:91][cH:92][cH:93][cH:94]2)[P:95]([c:96]2[cH:97][cH:98][cH:99][cH:100][cH:101]2)([c:102]2[cH:103][cH:104][cH:105][cH:106][cH:107]2)[c:108]2[cH:109][cH:110][cH:111][cH:112][cH:113]2)([c:114]2[cH:115][cH:116][cH:117][cH:118][cH:119]2)[c:120]2[cH:121][cH:122][cH:123][cH:124][cH:125]2)[cH:126][cH:127]1>>[c:2]1(-[c:28]2[cH:27][n:26][n:25]([CH3:24])[cH:29]2)[cH:3][cH:4][c:5]2[n:6]([n:7]1)[c:8]([CH:11]([CH3:12])[O:13][c:14]1[c:15]3[c:16]([cH:17][n:18][c:19]1[NH2:20])[cH:21][cH:22][o:23]3)[n:9][n:10]2. Starting materials: C(C)(C)(C)C=1C=C(N(N1)C)NC(N[C@H]1CC[C@H](C2=CC=CC=C12)OC=1C=CC=2N(C1)C(=NN2)N2CCC(CC2)COS(=O)(=O)C)=O (Methanesulfonic acid 1-(6-{(1R,4S)-4-[3-(5-tert-butyl-2-methyl-2H-pyrazol-3-yl)-ureido]-1,2,3,4-tetrahydro-naphthalen-1-yloxy}-[1,2,4]triazolo[4,3-a]pyridin-3-yl)-piperidin-4-ylmethyl ester), CNC (dimethylamine), C1CCOC1 (THF), CNC (dimethylamine). Conditions: temperature 65 celsius. The product is C(=O)O.C(C)(C)(C)C=1C=C(N(N1)C)NC(=O)N[C@H]1CC[C@H](C2=CC=CC=C12)OC=1C=CC=2N(C1)C(=NN2)N2CCC(CC2)CN(C)C (1-(5-tert-Butyl-2-methyl-2H-pyrazol-3-yl)-3-{(1S,4R)-4-[3-(4-dimethylaminomethyl-piperidin-1-yl)-[1,2,4]triazolo[4,3-a]pyridin-6-yloxy]-1,2,3,4-tetrahydro-naphthalen-1-yl}-urea formate salt). Yield: 35.0%. Reaction SMILES: [C:1]([C:5]1[CH:6]=[C:7]([NH:11][C:12](=[O:46])[NH:13][C@@H:14]2[C:23]3[C:18](=[CH:19][CH:20]=[CH:21][CH:22]=3)[C@H:17]([O:24][C:25]3[CH:26]=[CH:27][C:28]4[N:29]([C:31]([N:34]5[CH2:39][CH2:38][CH:37]([CH2:40]OS(C)(=O)=O)[CH2:36][CH2:35]5)=[N:32][N:33]=4)[CH:30]=3)[CH2:16][CH2:15]2)[N:8]([CH3:10])[N:9]=1)([CH3:4])([CH3:3])[CH3:2].[CH3:47][NH:48][CH3:49].C1C[O:53]CC1>>[CH:12]([OH:46])=[O:53].[C:1]([C:5]1[CH:6]=[C:7]([NH:11][C:12]([NH:13][C@@H:14]2[C:23]3[C:18](=[CH:19][CH:20]=[CH:21][CH:22]=3)[C@H:17]([O:24][C:25]3[CH:26]=[CH:27][C:28]4[N:29]([C:31]([N:34]5[CH2:39][CH2:38][CH:37]([CH2:40][N:48]([CH3:49])[CH3:47])[CH2:36][CH2:35]5)=[N:32][N:33]=4)[CH:30]=3)[CH2:16][CH2:15]2)=[O:46])[N:8]([CH3:10])[N:9]=1)([CH3:3])([CH3:4])[CH3:2] |f:3.4|. Procedure details: A solution of Intermediate 14h (57 mg, 0.08 mmol) and dimethylamine (2M in THF, 0.873 mL, 1.75 mmol) in THF (4 mL) was heated at 60° C. for 18 h. A further 1.4 mL of dimethylamine (2M in THF) was added and the reaction mixture was heated at 65° C. for 48 h. The reaction mixture was cooled to RT and the solvent was removed by air, to leave a residue which was purified by MDAP (Method 7), to afford the title compound (18 mg, 35%). LCMS (Method 5): Rt: 3.00 min, m/z 600.4 [MH+]. 1H NMR (400 MHz, d6... Reactants: COc1cc(Br)c(O)c(Br)c1, C[Si](C)(C)I, CC#N. Yields the product Oc1cc(Br)c(O)c(Br)c1. As a reaction SMILES: [Br:1][c:2]1[c:3]([OH:11])[c:4]([Br:10])[cH:5][c:6]([O:8][CH3:9])[cH:7]1.[CH3:12][Si:13]([I:14])([CH3:15])[CH3:16].[CH3:17][C:18]#[N:19]>>[Br:1][c:2]1[c:3]([OH:11])[c:4]([Br:10])[cH:5][c:6]([OH:8])[cH:7]1. Starting materials: N1=CC=CC(=C1)C1N(C)CCC1 (racemic nicotine), C([C@@H](O)[C@H](O)C(=O)O)(=O)O (d-tartaric acid). Yields the product N1=CC=CC(=C1)[C@@H]1N(C)CCC1 ((R)-nicotine). Reaction SMILES: [N:1]1[CH:6]=[C:5]([CH:7]2[CH2:12][CH2:11][CH2:10][N:8]2[CH3:9])[CH:4]=[CH:3][CH:2]=1.C(O)(=O)[C@H]([C@@H](C(O)=O)O)O>>[N:1]1[CH:6]=[C:5]([C@H:7]2[CH2:12][CH2:11][CH2:10][N:8]2[CH3:9])[CH:4]=[CH:3][CH:2]=1. Procedure details: Several resolving agents, solvents and their combinations were studied to resolve the synthetically obtained racemic nicotine. When the naturally available d-tartaric acid was used as the resolving agent, only the unnatural (R)-nicotine was obtained with low chiral purity (62%). When l-tartaric acid was used (S)-nicotine was obtained. Although its chiral purity was high (98.3%), the yield was very low (29%). When di-p-toluoyl-d-tartaric acid was used, (S)-nicotine was obtained in 60% yield with ... Product: NC1(C(N(C2=CC=C(C=C12)OCC)S(=O)(=O)C1=C(C=C(C=C1)OC)OC)=O)C1=C(C=CC=C1)Cl (3-Amino-3-(2-chlorophenyl)-5-ethoxy-1,3-dihydro-1-(2,4-dimethoxybenzenesulfonyl)indol-2-one). Reaction SMILES: [NH2:1][C:2]1([C:15]2[CH:20]=[CH:19][CH:18]=[CH:17][C:16]=2[Cl:21])[C:10]2[C:5](=[CH:6][CH:7]=[C:8]([O:11][CH2:12][CH3:13])[CH:9]=2)[NH:4][C:3]1=[O:14].[CH3:22][O:23][C:24]1[CH:29]=[C:28]([O:30][CH3:31])[CH:27]=[CH:26][C:25]=1[S:32](Cl)(=[O:34])=[O:33]>>[NH2:1][C:2]1([C:15]2[CH:20]=[CH:19][CH:18]=[CH:17][C:16]=2[Cl:21])[C:10]2[C:5](=[CH:6][CH:7]=[C:8]([O:11][CH2:12][CH3:13])[CH:9]=2)[N:4]([S:32]([C:25]2[CH:26]=[CH:27][C:28]([O:30][CH3:31])=[CH:29][C:24]=2[O:23][CH3:22])(=[O:34])=[O:33])[C:3]1=[O:14]. Procedure details: This compound is prepared according to the procedure described in EXAMPLE 1 from 3-amino-3-(2-chlorophenyl)-5-ethoxy-1,3-dihydroindol-2-one and 2,4-dimethoxybenzenesulfonyl chloride. The expected product is obtained after crystallization from a DCM/hexane/iso ether mixture. M.p.=196°-198° C. The reactants are NC1(C(NC2=CC=C(C=C12)OCC)=O)C1=C(C=CC=C1)Cl (3-amino-3-(2-chlorophenyl)-5-ethoxy-1,3-dihydroindol-2-one), COC1=C(C=CC(=C1)OC)S(=O)(=O)Cl (2,4-dimethoxybenzenesulfonyl chloride). As a reaction SMILES: [Cl:1][C:2]1[N:7]=[N:6][C:5]([NH:8][CH2:9][C:10]([C:13]2[CH:18]=[CH:17][C:16]([F:19])=[CH:15][CH:14]=2)([CH3:12])[CH3:11])=[CH:4][C:3]=1C.ClC1N=NC(Cl)=CC=1[C:28]([NH2:30])=[O:29].FC1C=CC(C(C)(C)CN)=CC=1.C(N(C(C)C)CC)(C)C>CC#N>[Cl:1][C:2]1[N:7]=[N:6][C:5]([NH:8][CH2:9][C:10]([C:13]2[CH:14]=[CH:15][C:16]([F:19])=[CH:17][CH:18]=2)([CH3:11])[CH3:12])=[C:4]([C:28]([NH2:30])=[O:29])[CH:3]=1. Reactants: ClC1=C(C=C(N=N1)NCC(C)(C)C1=CC=C(C=C1)F)C (6-chloro-N-(2-(4-fluorophenyl)-2-methylpropyl)-5-methylpyridazin-3-amine), ClC=1N=NC(=CC1C(=O)N)Cl (3,6-dichloropyridazine-4-carboxamide), FC1=CC=C(C=C1)C(CN)(C)C (2-(4-fluorophenyl)-2-methylpropan-1-amine), C(C)(C)N(CC)C(C)C (diisopropylethylamine). Procedure: Using a similar procedure as was used for 6-chloro-N-(2-(4-fluorophenyl)-2-methylpropyl)-5-methylpyridazin-3-amine in example 14, 3,6-dichloropyridazine-4-carboxamide (2.6 g, 13 mmol, 1.0 equiv), (2-(4-fluorophenyl)-2-methylpropan-1-amine (2.5 g, 15 mmol, 1.1 equiv), and diisopropylethylamine (2.8 mL, 16 mmol, 1.2 equiv) in CH3CN (54 mL) was heated at 60-90° C. for 48 hours. The product was purified over silica gel with 100% EtOAc to give the desired product (3.4 g, 78%) as a yellow foamy solid. Yield: 78.0%. Run in CC#N (CH3CN). Product: ClC1=CC(=C(N=N1)NCC(C)(C)C1=CC=C(C=C1)F)C(=O)N (6-Chloro-3-(2-(4-fluorophenyl)-2-methylpropylamino)pyridazine-4-carboxamide). Reactants: NC1=C(C(N(C(N1CCCC)=O)CCCC)=O)N=O (6-amino-1,3-di-n-butyl-5-nitrosouracil). The reagents and catalysts are [Pd] (Pd/C). Run in CN(C)C=O (DMF). Yields the product NC=1C(NC(NC1N)=O)=O (5,6-diaminouracil). Yield: 96.0%. Reaction SMILES: [NH2:1][C:2]1[N:7](CCCC)[C:6](=[O:12])[N:5](CCCC)[C:4](=[O:17])[C:3]=1[N:18]=O>[Pd].CN(C=O)C>[NH2:18][C:3]1[C:4](=[O:17])[NH:5][C:6](=[O:12])[NH:7][C:2]=1[NH2:1]. Procedure details: 15.0 g (52.8 mmol) 6-amino-1,3-di-n-butyl-5-nitrosouracil, 1.5 g 10% Pd/C and 150 mL DMF were hydrogenated at 40 psi in a Parr shaker for 4 h. After completion, the reaction mixture was filtered through Celite, and evaporated to give crude 5,6-diaminouracil as a dark oil. Reactants: ClCCl, CSCCN, CSCC(=O)O, C(=NC1CCCCC1)=NC1CCCCC1, O=C1CCC(=O)N1O. Yields the product CSCCNC(=O)CSC. Reaction SMILES: [CH2:35]([Cl:36])[Cl:37].[CH3:1][S:2][CH2:3][CH2:4][NH2:5].[CH3:6][S:7][CH2:8][C:9](=[O:10])[OH:11].[CH:20]1([N:21]=[C:22]=[N:23][CH:24]2[CH2:25][CH2:26][CH2:27][CH2:28][CH2:29]2)[CH2:30][CH2:31][CH2:32][CH2:33][CH2:34]1.[OH:12][N:13]1[C:14](=[O:15])[CH2:16][CH2:17][C:18]1=[O:19]>>[CH3:1][S:2][CH2:3][CH2:4][NH:5][C:9]([CH2:8][S:7][CH3:6])=[O:10].